Dataset: the Open Reaction Database (ORD), a public repository of structured organic reaction records. Task: describe an organic reaction: reactants, conditions, products, and yield Starting materials: COC(C1=C(C=CC=C1)SC(C1=CC=CC=C1)(C1=CC=CC=C1)C1=CC=CC=C1)=O (2-tritylsulfanyl-benzoic acid methyl ester), [Li+].[OH-] (LiOH). The solvent is CO.C1CCOC1.O (MeOH THF H2O). Run at time 8 hour. Yields the product C(C1=CC=CC=C1)(C1=CC=CC=C1)(C1=CC=CC=C1)SC1=C(C(=O)O)C=CC=C1 (2-tritylsulfanyl-benzoic acid). The yield is 72.3%. RXN SMILES: C[O:2][C:3](=[O:30])[C:4]1[CH:9]=[CH:8][CH:7]=[CH:6][C:5]=1[S:10][C:11]([C:24]1[CH:29]=[CH:28][CH:27]=[CH:26][CH:25]=1)([C:18]1[CH:23]=[CH:22][CH:21]=[CH:20][CH:19]=1)[C:12]1[CH:17]=[CH:16][CH:15]=[CH:14][CH:13]=1.[Li+].[OH-]>CO.C1COCC1.O>[C:11]([S:10][C:5]1[CH:6]=[CH:7][CH:8]=[CH:9][C:4]=1[C:3]([OH:30])=[O:2])([C:18]1[CH:23]=[CH:22][CH:21]=[CH:20][CH:19]=1)([C:24]1[CH:29]=[CH:28][CH:27]=[CH:26][CH:25]=1)[C:12]1[CH:17]=[CH:16][CH:15]=[CH:14][CH:13]=1 |f:1.2,3.4.5|. Procedure details: A mixture of 2-tritylsulfanyl-benzoic acid methyl ester (9.6 g, 23.4 mmol) and LiOH (4.0 g, 95.2 mmol) in 110 mL of MeOH/THF/H2O (1/2/1) was stirred at rt overnight. The reaction mixture was concentrated to remove most organic solvents and diluted with water (150 mL). The solid was filtered off and the filtrate acidified to pH 4-5 using 3 N HCl and then 1 N HCl. The precipitate was collected by filtration, rinsed with water and then dissolved in hot EtOAc (1 L). After cooling, the organic soluti...